Dataset: the Open Reaction Database (ORD), a public repository of structured organic reaction records. Task: describe an organic reaction: reactants, conditions, products, and yield Product: Cl.COC1(C(CCCC1)CNC)C=1C=C(C#N)C=CC1 ((+/−)-3-(1-Methoxy-2-methylaminomethyl-cyclohexyl)-benzonitrile HCl). RXN SMILES: [CH3:1][N:2]([CH2:4][CH:5]1[CH2:10][CH2:9][CH2:8][CH2:7][C:6]1([C:13]1[CH:14]=[C:15]([CH:18]=[CH:19][CH:20]=1)[C:16]#[N:17])[O:11][CH3:12])C.[Cl:21]C(OC(Cl)C)=O>ClC(Cl)C>[ClH:21].[CH3:12][O:11][C:6]1([C:13]2[CH:14]=[C:15]([CH:18]=[CH:19][CH:20]=2)[C:16]#[N:17])[CH2:7][CH2:8][CH2:9][CH2:10][CH:5]1[CH2:4][NH:2][CH3:1] |f:3.4|. Reactants: CN(C)CC1C(CCCC1)(OC)C=1C=C(C#N)C=CC1 ((+/−)-3-(2-dimethylaminomethyl-1-methoxy-cyclohexyl)-benzonitrile), ClC(=O)OC(C)Cl (1-chloroethyl chloroformate). Conditions: temperature 100 celsius, time 2 hour. Reported procedure: To a magnetically stirred solution of (+/−)-3-(2-dimethylaminomethyl-1-methoxy-cyclohexyl)-benzonitrile (0.10 g, 0.367 mmol) in anhydrous dichloroethane (2 mL) at room temperature under Ar atmosphere was added 1-chloroethyl chloroformate (0.059 mL, 0.825 mmol). After stirring at 100° C. for 2 hours, the reaction was concentrated in vacuo to a crude solid. MeOH (5 mL) was added and the reaction mixture was stirred at 90° C. for 2 hours. The reaction mixture was concentrated in vacuo to a crude oi... Run in ClC(C)Cl (dichloroethane). Starting materials: Cl (hydrogen chloride), C([O-])(O)=O.[Na+] (sodium bicarbonate), ClC1=CC=C(C=C1)C(C=O)=O ((4-chloro-phenyl)-oxo-acetaldehyde), NCC(=O)N (2-amino-acetamide), [OH-].[Na+] (sodium hydroxide). The solvent is CO (methanol). Reaction conditions: temperature -30 celsius, time 2 hour. Yields the product ClC1=CC=C(C=C1)C=1N=CC(=NC1)O (5-(4-Chloro-phenyl)-pyrazin-2-ol). The yield is 37.2%. RXN SMILES: [Cl:1][C:2]1[CH:7]=[CH:6][C:5]([C:8](=O)[CH:9]=O)=[CH:4][CH:3]=1.[NH2:12][CH2:13][C:14]([NH2:16])=[O:15].[OH-].[Na+].Cl.C(=O)(O)[O-].[Na+]>CO>[Cl:1][C:2]1[CH:3]=[CH:4][C:5]([C:8]2[N:12]=[CH:13][C:14]([OH:15])=[N:16][CH:9]=2)=[CH:6][CH:7]=1 |f:2.3,5.6|. Procedure details: To a stirred solution of (4-chloro-phenyl)-oxo-acetaldehyde (300 mg, 1.69 mmol) in methanol (15 mL) was added 2-amino-acetamide (187 mg, 1.69 mmol). The resulting mixture was cooled to −30° C. and 12.5M aqueous sodium hydroxide solution (0.3 mL) added. The resulting mixture was allowed to warm to −5° C. and was stirred at this temperature for 2 hours, followed by stirring at room temperature for 2 hours. Concentrated aqueous hydrogen chloride (0.3 mL) was added, followed by saturated sodium bica... RXN SMILES: [CH3:1][CH:2]([C:3](=[O:4])[O-:5])[P:6](=[O:7])([O:8][CH3:9])[O:10][CH3:11].[Na+:13].[OH-:12]>>[CH2:2]([C:3](=[O:4])[OH:5])[P:6](=[O:7])([O:8][CH3:9])[O:10][CH3:11]. The product is COP(=O)(CC(=O)O)OC. Starting materials: COP(=O)(OC)C(C)C(=O)[O-], [Na+], [OH-]. Procedure: Condensation of 4-pentyn-1-ol and 4-hydroxy-3,5-dimethylbenzaldehyde O-ethyloxime using Mitsunobu Reaction conditions (see for example J. Med. Chem., 36, 3240, 1993 and references cited therein) gave 3,5-dimethyl4-(4-pentyn-1-yloxy)benzaldehyde O-ethyl oxime in good yield. The product is C(C)ON=CC1=CC(=C(C(=C1)C)OCCCC#C)C (3,5-dimethyl4-(4-pentyn-1-yloxy)benzaldehyde O-ethyl oxime). As a reaction SMILES: [CH2:1](O)[CH2:2][CH2:3][C:4]#[CH:5].[CH2:7]([O:9][N:10]=[CH:11][C:12]1[CH:17]=[C:16]([CH3:18])[C:15]([OH:19])=[C:14]([CH3:20])[CH:13]=1)[CH3:8]>>[CH2:7]([O:9][N:10]=[CH:11][C:12]1[CH:17]=[C:16]([CH3:18])[C:15]([O:19][CH2:5][CH2:4][CH2:3][C:2]#[CH:1])=[C:14]([CH3:20])[CH:13]=1)[CH3:8]. The reactants are C(CCC#C)O (4-pentyn-1-ol), C(C)ON=CC1=CC(=C(C(=C1)C)O)C (4-hydroxy-3,5-dimethylbenzaldehyde O-ethyloxime). Reactants: C(C)(=O)OCN1C(C(C1SC1=CC=C(C=C1)[N+](=O)[O-])CCC)=O (1-Acetoxymethyl-4-p-nitrophenylthio-3-n-propylazetidin-2-one), ClC1=CC(=CC=C1)C(=O)OO (m-chloroperbenzoic acid). The solvent is C(Cl)Cl (CH2Cl2), C(=O)(O)[O-].[Na+] (NaHCO3). Run at time 15 minute. Product: C(C)(=O)OCN1C(C(C1S(=O)C1=CC=C(C=C1)[N+](=O)[O-])CCC)=O (1-acetoxymethyl-4-p-nitrophenylsulfinyl-3-n-propylazetidin-2-one). The yield is 33.3%. Reaction SMILES: [C:1]([O:4][CH2:5][N:6]1[CH:9]([S:10][C:11]2[CH:16]=[CH:15][C:14]([N+:17]([O-:19])=[O:18])=[CH:13][CH:12]=2)[CH:8]([CH2:20][CH2:21][CH3:22])[C:7]1=[O:23])(=[O:3])[CH3:2].ClC1C=CC=C(C(OO)=[O:32])C=1>C(Cl)Cl.C([O-])(O)=O.[Na+]>[C:1]([O:4][CH2:5][N:6]1[CH:9]([S:10]([C:11]2[CH:16]=[CH:15][C:14]([N+:17]([O-:19])=[O:18])=[CH:13][CH:12]=2)=[O:32])[CH:8]([CH2:20][CH2:21][CH3:22])[C:7]1=[O:23])(=[O:3])[CH3:2] |f:3.4|. Reported procedure: To a solution of 46 mg (0.127 mmole) azetidinone from Step B in 4 ml CH2Cl2 and 4 ml saturated aqueous NaHCO3 was added 27 mg (0.127 mM) 80% m-chloroperbenzoic acid and the reaction mixture stirred vigorously 15 minutes. The phases were separated and the organic phase was dried over MgSO4, filtered and stripped to yield 57 mg crude product which was chromatographed on a 1000μ silica gel prep TLC plate in chloroform-ethyl acetate 4:1 to yield 15 mg (31%) of 1-acetoxymethyl-4-p-nitrophenylsulfinyl... Reactants: BrCCC1OCCO1 (2-(2-Bromoethyl)-1,3-dioxolane), [Cl-].[Mg+2].[Cl-] (magnesium chloride), [Mg] (magnesium), [Cl-].[NH4+] (ammonium chloride), ClC1=CC=C(C(=O)Cl)C=C1 (4-chlorobenzoyl chloride). The reagents and catalysts are [Cu]Br (copper(I) bromide). Run in O (water), O1CCCC1 (tetrahydrofuran). Reaction conditions: time 15 minute. Product: ClC1=CC=C(C=C1)C(CCC1OCCO1)=O (4'-chloro-3(1,3-dioxolan-2-yl)propiophenone). Yield: 59.0%. As a reaction SMILES: Br[CH2:2][CH2:3][CH:4]1[O:8][CH2:7][CH2:6][O:5]1.[Mg].[Cl-].[Mg+2].[Cl-].[Cl:13][C:14]1[CH:22]=[CH:21][C:17]([C:18](Cl)=[O:19])=[CH:16][CH:15]=1.[Cl-].[NH4+]>O1CCCC1.[Cu]Br.O>[Cl:13][C:14]1[CH:22]=[CH:21][C:17]([C:18](=[O:19])[CH2:2][CH2:3][CH:4]2[O:8][CH2:7][CH2:6][O:5]2)=[CH:16][CH:15]=1 |f:2.3.4,6.7|. Reported procedure: 2-(2-Bromoethyl)-1,3-dioxolane (40 ml) was added dropwise within 15 minutes under argon and while stirring at a maximum 30° C. to a suspension of Rieke magnesium, prepared from 45.0 g of magnesium chloride, in 1500 ml of absolute tetrahydrofuran. The suspension was stirred at room temperature for 15 minutes, cooled to 0° C. and, after the addition of 43.5 g of copper(I) bromide, stirred at 5° C. for 15 minutes. After cooling to -70° C., 33 ml of 4-chlorobenzoyl chloride was added dropwise within... Reactants: [BH4-].[Na+] (NaBH4), C(Cl)Cl (CH2Cl2), CO (MeOH), C(=O)C1=C2NC(=C1)C(=C1C=CC(=N1)C(=C1C=CC(N1)=C(C=1C=CC(N1)=C2C2=C(C=CC=C2)NC(C(C)(C)C)=O)C2=C(C=CC=C2)NC(C(C)(C)C)=O)C2=C(C=CC=C2)NC(C(C)(C)C)=O)C2=C(C=CC=C2)NC(C(C)(C)C)=O (2-formyl-5,10,15,20-tetrakis(o-pivalamidophenyl)porphyrin). Solvent: O (water). Run at time 15 minute. Yields the product OCC1=C2NC(=C1)C(=C1C=CC(=N1)C(=C1C=CC(N1)=C(C=1C=CC(N1)=C2C2=C(C=CC=C2)NC(C(C)(C)C)=O)C2=C(C=CC=C2)NC(C(C)(C)C)=O)C2=C(C=CC=C2)NC(C(C)(C)C)=O)C2=C(C=CC=C2)NC(C(C)(C)C)=O (2-hydroxymethyl-5,10,15,20-tetrakis(o-pivalamidophenyl)porphyrin). As a reaction SMILES: [BH4-].[Na+].C(Cl)Cl.CO.[CH:8]([C:10]1[CH:14]=[C:13]2[C:15]([C:73]3[CH:78]=[CH:77][CH:76]=[CH:75][C:74]=3[NH:79][C:80](=[O:85])[C:81]([CH3:84])([CH3:83])[CH3:82])=[C:16]3[N:20]=[C:19]([C:21]([C:60]4[CH:65]=[CH:64][CH:63]=[CH:62][C:61]=4[NH:66][C:67](=[O:72])[C:68]([CH3:71])([CH3:70])[CH3:69])=[C:22]4[NH:26][C:25](=[C:27]([C:47]5[CH:52]=[CH:51][CH:50]=[CH:49][C:48]=5[NH:53][C:54](=[O:59])[C:55]([CH3:58])([CH3:57])[CH3:56])[C:28]5[CH:29]=[CH:30][C:31](=[C:33]([C:34]6[CH:39]=[CH:38][CH:37]=[CH:36][C:35]=6[NH:40][C:41](=[O:46])[C:42]([CH3:45])([CH3:44])[CH3:43])[C:11]=1[NH:12]2)[N:32]=5)[CH:24]=[CH:23]4)[CH:18]=[CH:17]3)=[O:9]>O>[OH:9][CH2:8][C:10]1[CH:14]=[C:13]2[C:15]([C:73]3[CH:78]=[CH:77][CH:76]=[CH:75][C:74]=3[NH:79][C:80](=[O:85])[C:81]([CH3:84])([CH3:83])[CH3:82])=[C:16]3[N:20]=[C:19]([C:21]([C:60]4[CH:65]=[CH:64][CH:63]=[CH:62][C:61]=4[NH:66][C:67](=[O:72])[C:68]([CH3:69])([CH3:70])[CH3:71])=[C:22]4[NH:26][C:25](=[C:27]([C:47]5[CH:52]=[CH:51][CH:50]=[CH:49][C:48]=5[NH:53][C:54](=[O:59])[C:55]([CH3:56])([CH3:57])[CH3:58])[C:28]5[CH:29]=[CH:30][C:31](=[C:33]([C:34]6[CH:39]=[CH:38][CH:37]=[CH:36][C:35]=6[NH:40][C:41](=[O:46])[C:42]([CH3:43])([CH3:44])[CH3:45])[C:11]=1[NH:12]2)[N:32]=5)[CH:24]=[CH:23]4)[CH:18]=[CH:17]3 |f:0.1|. Procedure: NaBH4 (41.5 mg, 1.1 mmol) was added to a solution of CH2Cl2 --MeOH (1/3 v/v) (8 ml) containing 2-formyl-5,10,15,20-tetrakis(o-pivalamidophenyl)porphyrin (0.11 g, 0.11 mmol) under argon stirred for 15 min. After adding water to the solution, the mixture was extracted by CHCl3 and washed with water. After drying (Na2SO4), the organic layer was chromatographed on a silica gel flash column using CHCl3 --MeOH (10/1 v/v) as the eluent. The residue was dried at room temperature in vacuo to give a purpl...